Task: describe an organic reaction: reactants, conditions, products, and yield. Dataset: the Open Reaction Database (ORD), a public repository of structured organic reaction records Starting materials: [N+](=O)([O-])C=1C=C(C=O)C=CC1 (m-nitrobenzaldehyde), C(CC(=O)C)(=O)OCCN1CCC(CC1)C1=CC=CC=C1 (2-(4-phenylpiperidino)ethyl acetoacetate), N1CCCCC1 (piperidine), C1=CC=CC=C1 (benzene). Solvent: O (water). Yields the product [N+](=O)([O-])C=1C=C(C=C(C(=O)OCCN2CCC(CC2)C2=CC=CC=C2)C(=O)C)C=CC1 (2-(4-phenylpiperidino)-ethyl 2-(3-nitrobenzylidene)acetoacetate). Reaction SMILES: [N+:1]([C:4]1[CH:5]=[C:6]([CH:9]=[CH:10][CH:11]=1)[CH:7]=O)([O-:3])=[O:2].[C:12]([O:18][CH2:19][CH2:20][N:21]1[CH2:26][CH2:25][CH:24]([C:27]2[CH:32]=[CH:31][CH:30]=[CH:29][CH:28]=2)[CH2:23][CH2:22]1)(=[O:17])[CH2:13][C:14]([CH3:16])=[O:15].N1CCCCC1.C1C=CC=CC=1>O>[N+:1]([C:4]1[CH:5]=[C:6]([CH:9]=[CH:10][CH:11]=1)[CH:7]=[C:13]([C:14]([CH3:16])=[O:15])[C:12]([O:18][CH2:19][CH2:20][N:21]1[CH2:22][CH2:23][CH:24]([C:27]2[CH:32]=[CH:31][CH:30]=[CH:29][CH:28]=2)[CH2:25][CH2:26]1)=[O:17])([O-:3])=[O:2]. Procedure details: A mixture of m-nitrobenzaldehyde (0.66 g), 2-(4-phenylpiperidino)ethyl acetoacetate (1.2 g), piperidine (0.1 ml) and benzene (20 ml) was refluxed overnight, during which time the water produced was removed azeotropically. The solvent was then distilled off and the residue was chromatographed on silica gel (50 g) [ethyl acetate-hexane (1:1, v/v)] to give 2-(4-phenylpiperidino)-ethyl 2-(3-nitrobenzylidene)acetoacetate as an oil. Yield 0.80 g (45.7%). The reactants are BrC=1C(=CC2=C(C=3N(C4CC2C4)C(=C(N3)C(=O)N)C3(CNC3)O)C1)F (10-bromo-9-fluoro-3-(3-hydroxyazetidin-3-yl)-6,7-dihydro-5H-5,7-methanobenzo[c]imidazo[1,2-a]azepine-2-carboxamide), C1(CC1)C(=O)O (cyclopropane carboxylic acid). Yields the product BrC=1C(=CC2=C(C=3N(C4CC2C4)C(=C(N3)C(=O)N)C3(CN(C3)C(=O)C3CC3)O)C1)F (10-bromo-3-(1-(cyclopropanecarbonyl)-3-hydroxyazetidin-3-yl)-9-fluoro-6,7-dihydro-5H-5,7-methanobenzo[c]imidazo[1,2-a]azepine-2-carboxamide). Reaction SMILES: [Br:1][C:2]1[C:3]([F:25])=[CH:4][C:5]2[CH:11]3[CH2:12][CH:9]([CH2:10]3)[N:8]3[C:13]([C:19]4([OH:23])[CH2:22][NH:21][CH2:20]4)=[C:14]([C:16]([NH2:18])=[O:17])[N:15]=[C:7]3[C:6]=2[CH:24]=1.[CH:26]1([C:29](O)=[O:30])[CH2:28][CH2:27]1>>[Br:1][C:2]1[C:3]([F:25])=[CH:4][C:5]2[CH:11]3[CH2:12][CH:9]([CH2:10]3)[N:8]3[C:13]([C:19]4([OH:23])[CH2:20][N:21]([C:29]([CH:26]5[CH2:28][CH2:27]5)=[O:30])[CH2:22]4)=[C:14]([C:16]([NH2:18])=[O:17])[N:15]=[C:7]3[C:6]=2[CH:24]=1. Reported procedure: Methyl 10-bromo-9-fluoro-6,7-dihydro-5H-5,7-methanobenzo[c]imidazo[1,2-a]azepine-2-carboxylate (0.3 g) was reacted with tert-butyl 3-oxoazetidine-1-carboxylate similar to as described in example 8 with non-critical modifications to produce methyl 10-bromo-3-(1-(tert-butoxycarbonyl)-3-hydroxyazetidin-3-yl)-9-fluoro-6,7-dihydro-5H-5,7-methanobenzo[c]imidazo[1,2-a]azepine-2-carboxylate. This crude intermediate was reacted via General Procedure L then deprotected with 4N HCl in dioxane (5 eq) at roo... The reactants are COC(CC1=CC=C(C=C1)OCCCCCCCCCCCCCC)=O ([4-(Tetradecyloxy)phenyl]acetic acid methyl ester), [OH-].[K+] (potassium hydroxide), O (water). The solvent is C(C)O (ethyl alcohol). Yields the product C(CCCCCCCCCCCCC)OC1=CC=C(C=C1)CC(=O)O ((4-Tetradecyloxyphenyl)acetic acid). The yield is 84.1%. As a reaction SMILES: C[O:2][C:3](=[O:26])[CH2:4][C:5]1[CH:10]=[CH:9][C:8]([O:11][CH2:12][CH2:13][CH2:14][CH2:15][CH2:16][CH2:17][CH2:18][CH2:19][CH2:20][CH2:21][CH2:22][CH2:23][CH2:24][CH3:25])=[CH:7][CH:6]=1.[OH-].[K+].O>C(O)C>[CH2:12]([O:11][C:8]1[CH:9]=[CH:10][C:5]([CH2:4][C:3]([OH:26])=[O:2])=[CH:6][CH:7]=1)[CH2:13][CH2:14][CH2:15][CH2:16][CH2:17][CH2:18][CH2:19][CH2:20][CH2:21][CH2:22][CH2:23][CH2:24][CH3:25] |f:1.2|. Procedure details: The title compound is prepared by the procedure of Example 32 using 75 g of product from Example 51, 34.8 g of potassium hydroxide, 45 ml of water and 800 ml of ethyl alcohol. The residue is recrystallized from carbon tetrachloride/hexane to give 60.6 g of the desired product as white crystals. Starting materials: [H-].[Na+] (sodium hydride), N[C@@H](CO)C(C)C ((R)-2-amino-3-methylbutan-1-ol), ice, [Cl-].[NH4+] (ammonium chloride), ClCC(=O)OCC (ethyl chloroacetate). The solvent is C1(=CC=CC=C1)C (toluene), C1(=CC=CC=C1)C (toluene), C1(=CC=CC=C1)C (toluene). The product is C(C)(C)[C@@H]1COCC(N1)=O ((R)-5-isopropylmorpholin-3-one). Yield: 69.8%. RXN SMILES: [H-].[Na+].[NH2:3][C@H:4]([CH:7]([CH3:9])[CH3:8])[CH2:5][OH:6].Cl[CH2:11][C:12](OCC)=[O:13].[Cl-].[NH4+]>C1(C)C=CC=CC=1>[CH:7]([C@H:4]1[NH:3][C:12](=[O:13])[CH2:11][O:6][CH2:5]1)([CH3:9])[CH3:8] |f:0.1,4.5|. Procedure details: To an ice cold, stirred suspension of sodium hydride (60% in oil, 1.6 g, 40.0 mmol) in toluene (52 mL) was added dropwise a solution of (R)-2-amino-3-methylbutan-1-ol (1.8 g, 17.0 mmol) in toluene (38 mL). After the addition was completed, the reaction mixture was warmed to room temperature and a solution of ethyl chloroacetate (2.3 g, 19.0 mmol) in toluene (8 mL) was added in a dropwise manner. The resulting mixture was then stirred at reflux for 20 h, cooled to room temperature, and solid ammo...